Dataset: the Open Reaction Database (ORD), a public repository of structured organic reaction records. Task: describe an organic reaction: reactants, conditions, products, and yield The reactants are NC(=CC(CS(=O)(=O)NC)=O)C (4-amino-N-methyl-2-oxo-3-pentenesulfonamide), C(CBr)Br (ethylene bromide), C([O-])([O-])=O.[K+].[K+] (potassium carbonate), CN(C=O)C (dimethylformamide). Conditions: time 6 hour. Product: N\C(=C/C(=O)C1CNC(S1(=O)=O)C)\C (5-(3-aminocrotonyl)-2-methylthiazolidine 1,1-dioxide). Reaction SMILES: [NH2:1][C:2]([CH3:12])=[CH:3][C:4](=[O:11])[CH2:5][S:6](NC)(=[O:8])=[O:7].[CH2:13](Br)[CH2:14]Br.C(=O)([O-])[O-].[K+].[K+].[CH3:23][N:24](C)C=O>>[NH2:1]/[C:2](/[CH3:12])=[CH:3]\[C:4]([CH:5]1[S:6](=[O:7])(=[O:8])[CH:13]([CH3:14])[NH:24][CH2:23]1)=[O:11] |f:2.3.4|. Reported procedure: In accordance with the procedure described in Example 7, a solution of 3.8 g of 4-amino-N-methyl-2-oxo-3-pentenesulfonamide and 4 ml of ethylene bromide in 50 ml of dimethylformamide were treated with 12 g of potassium carbonate and the mixture was stirred intensively at 80° in an oil bath for 6 hours. The product was firstly chromatographed on 300 g of silica gel with methylene chloride/ethyl acetate (1:1) as the elution agent and then recrystallized from ethanol. There were obtained 1.9 g of 5... The reactants are [Br-].[K+] (potassium bromide), O1C(CCCCCO)C1 (6,7-epoxy-1-heptanol), C([O-])(O)=O.[Na+] (sodium bicarbonate). Solvent: CCOCC (ether), C(C)(=O)O.O1CCCC1 (acetic acid tetrahydrofuran). The product is BrCC(CCCCCO)O (7-bromo-6-hydroxy-1-heptanol). Reaction SMILES: [O:1]1[CH2:9][CH:2]1[CH2:3][CH2:4][CH2:5][CH2:6][CH2:7][OH:8].[Br-:10].[K+].C(=O)(O)[O-].[Na+]>C(O)(=O)C.O1CCCC1.CCOCC>[Br:10][CH2:9][CH:2]([OH:1])[CH2:3][CH2:4][CH2:5][CH2:6][CH2:7][OH:8] |f:1.2,3.4,5.6|. Reported procedure: A mixture of 5 (120 mg, 0.9 mmol) in acetic acid-tetrahydrofuran (2 mL-0.4 mL) was treated with 0.3 mL of saturated aqueous potassium bromide solution at room temperature over 67 hours. It was then diluted with ether and poured into saturated aqueous sodium bicarbonate. The separated organic layer was washed with saturated sodium thiosulfite, saturated sodium chloride, and dried over magnesium sulfate. Evaporation of the solvent gave 127 mg of 7-bromo-6-hydroxy-1-heptanol (4).